This data is from the Open Reaction Database (ORD), a public repository of structured organic reaction records. The task is: describe an organic reaction: reactants, conditions, products, and yield Reported procedure: α-trichloromethyl-p-methoxybenzyl alcohol, 5.0g, and p-methoxyphenol, 2.48g, were added to a mixture of phosphorus pentoxide, 18g, and phosphoric acid, 12 ml, and heated for 1 hr. on the steam bath. After standing overnight, ice was added and the mixture extracted with ether. The product was purified by column chromatography on silica gel and eluted with 5% ether in petroleum ether (60°-68°C) to give α-trichloromethyl-p-methoxybenzyl p-methoxyphenyl ether, mp 90°C. This method of synthesis is re... Reactants: ClC(C(C1=CC=C(C=C1)OC)O)(Cl)Cl (α-trichloromethyl-p-methoxybenzyl alcohol), COC1=CC=C(C=C1)O (p-methoxyphenol), O=P12OP3(=O)OP(=O)(O1)OP(=O)(O2)O3 (phosphorus pentoxide), 18g, P(O)(O)(O)=O (phosphoric acid). Reaction SMILES: [Cl:1][C:2]([Cl:14])([Cl:13])[CH:3]([OH:12])[C:4]1[CH:9]=[CH:8][C:7]([O:10][CH3:11])=[CH:6][CH:5]=1.[CH3:15][O:16][C:17]1[CH:22]=[CH:21][C:20](O)=[CH:19][CH:18]=1.O=P12OP3(OP(OP(O3)(O1)=O)(=O)O2)=O.P(=O)(O)(O)O>>[CH3:15][O:16][C:17]1[CH:22]=[CH:21][C:20]([O:12][CH:3]([C:2]([Cl:13])([Cl:14])[Cl:1])[C:4]2[CH:5]=[CH:6][C:7]([O:10][CH3:11])=[CH:8][CH:9]=2)=[CH:19][CH:18]=1. Reaction conditions: time 8 hour. Product: COC1=CC=C(C=C1)OC(C1=CC=C(C=C1)OC)C(Cl)(Cl)Cl (α-trichloromethyl-p-methoxybenzyl p-methoxyphenyl ether).